Dataset: the Open Reaction Database (ORD), a public repository of structured organic reaction records. Task: describe an organic reaction: reactants, conditions, products, and yield Reactants: C(C)OC(C(CC(C)C)C=1C=C(C=C(C1)OS(=O)(=O)C(F)(F)F)C1=CC=C(C=C1)C(F)(F)F)=O (4-Methyl-2-(5-trifluoromethanesulfonyloxy-4′-trifluoromethyl-biphenyl-3-yl)-pentanoic acid ethyl ester), FC(OC1=CC=C(C=C1)B(O)O)(F)F (4-trifluoromethoxy-phenylboronic acid). Product: CC(CC(C(=O)O)C=1C=C(C=C(C1)C1=CC=C(C=C1)OC(F)(F)F)C1=CC=C(C=C1)C(F)(F)F)C (4-Methyl-2-(4-trifluoromethoxy-4″-trifluoromethyl-[1,1′;3′,1″]terphenyl-5′-yl)-pentanoic acid). As a reaction SMILES: C([O:3][C:4](=[O:34])[CH:5]([C:10]1[CH:11]=[C:12]([C:24]2[CH:29]=[CH:28][C:27]([C:30]([F:33])([F:32])[F:31])=[CH:26][CH:25]=2)[CH:13]=[C:14](OS(C(F)(F)F)(=O)=O)[CH:15]=1)[CH2:6][CH:7]([CH3:9])[CH3:8])C.[F:35][C:36]([F:48])([F:47])[O:37][C:38]1[CH:43]=[CH:42][C:41](B(O)O)=[CH:40][CH:39]=1>>[CH3:8][CH:7]([CH3:9])[CH2:6][CH:5]([C:10]1[CH:11]=[C:12]([C:24]2[CH:25]=[CH:26][C:27]([C:30]([F:31])([F:32])[F:33])=[CH:28][CH:29]=2)[CH:13]=[C:14]([C:41]2[CH:42]=[CH:43][C:38]([O:37][C:36]([F:48])([F:47])[F:35])=[CH:39][CH:40]=2)[CH:15]=1)[C:4]([OH:34])=[O:3]. Reported procedure: The title compound was prepared from a Suzuki coupling of 4-Methyl-2-(5-trifluoromethanesulfonyloxy-4′-trifluoromethyl-biphenyl-3-yl)-pentanoic acid ethyl ester (intermediate Example 1g) with 4-trifluoromethoxy-phenylboronic acid under the conditions described in Example 1; 1H NMR (400 MHz, MeOD) δ ppm 0.87-0.98 (m, 6H), 1.56 (dt, J=13.39, 6.63 Hz, 1H), 1.75 (dt, J=13.76, 6.94 Hz, 1H), 1.98-2.08 (m, 1H), 3.84 (t, J=7.83 Hz, 1H), 7.36 (t, J=8.56 Hz, 2H), 7.64 (d, J=5.62 Hz, 2H), 7.70-7.80 (m, 5H)...